Dataset: the Open Reaction Database (ORD), a public repository of structured organic reaction records. Task: describe an organic reaction: reactants, conditions, products, and yield Reactants: CON(C(=O)C1=CN=CS1)C (N-methoxy-N-methylthiazole-5-carboxamide), Intermediate 20, CN1C=NC=C1C(=O)C1=CN=CS1 ((1-methyl-1H-imidazol-5-yl)(thiazol-5-yl)methanone), CN1C=NC=C1C(=O)C1=CN=CS1 ((1-methyl-1H-imidazol-5-yl)(thiazol-5-yl)methanone), Intermediate 11, CON(C(C1=CC=C(C=C1)[N+](=O)[O-])=O)C (N-methoxy-N-methyl-4-nitrobenzamide). Yields the product CN1C=NC=C1C(=O)C1=CC=C(C=C1)[N+](=O)[O-] ((1-Methyl-1H-imidazol-5-yl)(4-nitrophenyl)methanone). Reaction SMILES: CON(C)C(C1SC=NC=1)=O.CON(C)[C:15](=[O:25])[C:16]1[CH:21]=[CH:20][C:19]([N+:22]([O-:24])=[O:23])=[CH:18][CH:17]=1.[CH3:27][N:28]1[C:32](C(C2SC=NC=2)=O)=[CH:31][N:30]=[CH:29]1>>[CH3:27][N:28]1[C:32]([C:15]([C:16]2[CH:17]=[CH:18][C:19]([N+:22]([O-:24])=[O:23])=[CH:20][CH:21]=2)=[O:25])=[CH:31][N:30]=[CH:29]1. Procedure details: The title compound was prepared by substituting N-methoxy-N-methylthiazole-5-carboxamide (Intermediate 11: step a) with N-methoxy-N-methyl-4-nitrobenzamide (Intermediate 20: step a) then following the procedure described for the preparation of (1-methyl-1H-imidazol-5-yl)(thiazol-5-yl)methanone (Intermediate 13). Reactants: CC(C)CC(C(=O)Nc1ccn(CC2COC(C)(C)O2)n1)N1CC(Oc2cccc(C(F)(F)F)c2)=CC1=O, CO, ClCCl, O, Cc1ccc(S(=O)(=O)O)cc1. The product is CC(C)CC(C(=O)Nc1ccn(CC(O)CO)n1)N1CC(Oc2cccc(C(F)(F)F)c2)=CC1=O. Reaction SMILES: [CH3:1][C:2]1([CH3:38])[O:3][CH2:4][CH:5]([CH2:7][n:8]2[n:9][c:10]([NH:13][C:14]([CH:15]([CH2:16][CH:17]([CH3:18])[CH3:19])[N:20]3[C:21](=[O:36])[CH:22]=[C:23]([O:25][c:26]4[cH:27][c:28]([C:32]([F:33])([F:34])[F:35])[cH:29][cH:30][cH:31]4)[CH2:24]3)=[O:37])[cH:11][cH:12]2)[O:6]1.[CH3:54][OH:55].[Cl:51][CH2:52][Cl:53].[OH2:39].[c:40]1([CH3:41])[cH:42][cH:43][c:44]([S:45]([OH:46])(=[O:47])=[O:48])[cH:49][cH:50]1>>[OH:3][CH2:4][CH:5]([OH:6])[CH2:7][n:8]1[n:9][c:10]([NH:13][C:14]([CH:15]([CH2:16][CH:17]([CH3:18])[CH3:19])[N:20]2[C:21](=[O:36])[CH:22]=[C:23]([O:25][c:26]3[cH:27][c:28]([C:32]([F:33])([F:34])[F:35])[cH:29][cH:30][cH:31]3)[CH2:24]2)=[O:37])[cH:11][cH:12]1. Reactants: [OH-].[K+] (potassium hydroxide), C(CO)O (ethylene glycol), CNC1=C(C=C2C(=C1)OCO2)[N+](=O)[O-] (2-methylamino-4,5-methylenedioxy-1-nitrobenzene). Conditions: time 5 minute. Product: OCCOC1=C(C=C(C(=C1)NC)[N+](=O)[O-])O (2-(β-hydroxyethoxy)-4-methylamino-5-nitrophenol). As a reaction SMILES: [OH-].[K+].[CH3:3][NH:4][C:5]1[CH:10]=[C:9]2[O:11][CH2:12][O:13][C:8]2=[CH:7][C:6]=1[N+:14]([O-:16])=[O:15].C(O)[CH2:18][OH:19]>>[OH:19][CH2:18][CH2:12][O:11][C:9]1[CH:10]=[C:5]([NH:4][CH3:3])[C:6]([N+:14]([O-:16])=[O:15])=[CH:7][C:8]=1[OH:13] |f:0.1|. Procedure: 0.06 mol (3.9 g) of 85% pure potassium hydroxide pellets is dissolved in 60 ml of ethylene glycol on a boiling water bath. 0.03 mol (5.9 g) of 2-methylamino-4,5-methylenedioxy-1-nitrobenzene, prepared according to Example 3, is added with stirring in the course of 5 minutes. Reaction SMILES: [BH4-:1].[CH3:3][OH:4].[CH3:5][O:6][C:7]([CH2:8][CH2:9][CH2:10][CH:11]=[CH:12][CH2:13][N:14]1[C:15](=[O:31])[CH2:16][CH2:17][CH2:18][CH:19]1[CH:20]=[CH:21][C:22]([CH2:23][c:24]1[cH:25][cH:26][cH:27][cH:28][cH:29]1)=[O:30])=[O:32].[Cl:33][CH2:34][Cl:35].[Na+:2]>>[CH3:5][O:6][C:7]([CH2:8][CH2:9][CH2:10][CH:11]=[CH:12][CH2:13][N:14]1[C:15](=[O:31])[CH2:16][CH2:17][CH2:18][CH:19]1[CH:20]=[CH:21][CH:22]([CH2:23][c:24]1[cH:25][cH:26][cH:27][cH:28][cH:29]1)[OH:30])=[O:32]. The product is COC(=O)CCCC=CCN1C(=O)CCCC1C=CC(O)Cc1ccccc1. Reactants: [BH4-], CO, COC(=O)CCCC=CCN1C(=O)CCCC1C=CC(=O)Cc1ccccc1, ClCCl, [Na+]. Reactants: FC(C=1C=C(OC2=CC=C(C=C2)NNC(=O)OC(C)C)C=CC1)(F)F (1-methylethyl 2-[4-[3-(trifluoromethyl)phenoxy]phenyl]-hydrazinecarboxylate), CI (methyl iodide). Product: CN(NC(=O)OC(C)C)C1=CC=C(C=C1)OC1=CC(=CC=C1)C(F)(F)F (1-methylethyl 2-methyl-2-[4-[3-(trifluoromethyl)phenoxy]phenyl]hydrazine carboxylate). RXN SMILES: [F:1][C:2]([F:25])([F:24])[C:3]1[CH:4]=[C:5]([CH:21]=[CH:22][CH:23]=1)[O:6][C:7]1[CH:12]=[CH:11][C:10]([NH:13][NH:14][C:15]([O:17][CH:18]([CH3:20])[CH3:19])=[O:16])=[CH:9][CH:8]=1.[CH3:26]I>>[CH3:26][N:13]([C:10]1[CH:11]=[CH:12][C:7]([O:6][C:5]2[CH:21]=[CH:22][CH:23]=[C:3]([C:2]([F:24])([F:25])[F:1])[CH:4]=2)=[CH:8][CH:9]=1)[NH:14][C:15]([O:17][CH:18]([CH3:20])[CH3:19])=[O:16]. Procedure: The product (0.4 g) of Step 4 of Example 1 was heated in methyl iodide (5 mL) at reflux for 1 day and then concentrated under reduced pressure to give a red oil (0.5 g). The reactants are FC(C1=CC=CC2=C1C(=NCC(N2)=S)C2=CC(=CC=C2)S(=O)(=O)C)(F)F (1,3-dihydro-6-trifluoromethyl-5-[m-(methylsulfonyl)phenyl]-2H-1,4-benzodiazepine-2-thione), C(CC)OCC(=O)NN (propoxyacetic acid hydrazide). The solvent is C(CCC)O (n-butyl alcohol). The product is FC(C1=CC=CC2=C1C(=NCC=1N2C(=NN1)COCCC)C1=CC(=CC=C1)S(=O)(=O)C)(F)F (7-trifluoromethyl-1-(propoxymethyl)-6-[m-(methylsulfonyl)phenyl]-4H-s-triazolo[4,3-a][1,4]benzodiazepine). As a reaction SMILES: [F:1][C:2]([F:26])([F:25])[C:3]1[C:8]2[C:9]([C:15]3[CH:20]=[CH:19][CH:18]=[C:17]([S:21]([CH3:24])(=[O:23])=[O:22])[CH:16]=3)=[N:10][CH2:11][C:12](=S)[NH:13][C:7]=2[CH:6]=[CH:5][CH:4]=1.[CH2:27]([O:30][CH2:31][C:32]([NH:34][NH2:35])=O)[CH2:28][CH3:29]>C(O)CCC>[F:26][C:2]([F:25])([F:1])[C:3]1[C:8]2[C:9]([C:15]3[CH:20]=[CH:19][CH:18]=[C:17]([S:21]([CH3:24])(=[O:23])=[O:22])[CH:16]=3)=[N:10][CH2:11][C:12]3[N:13]([C:32]([CH2:31][O:30][CH2:27][CH2:28][CH3:29])=[N:34][N:35]=3)[C:7]=2[CH:6]=[CH:5][CH:4]=1. Reported procedure: In the manner given in Example 1, a solution of 1,3-dihydro-6-trifluoromethyl-5-[m-(methylsulfonyl)phenyl]-2H-1,4-benzodiazepine-2-thione in n-butyl alcohol was heated to reflux with propoxyacetic acid hydrazide to give 7-trifluoromethyl-1-(propoxymethyl)-6-[m-(methylsulfonyl)phenyl]-4H-s-triazolo[4,3-a][1,4]benzodiazepine. Reactants: C(C)OC(=O)CCCC=1N=CNC1 (4-(3-ethoxycarbonylpropyl)-1H-imidazole), [H-].[Na+] (sodium hydride), C[Si](C)(C)Cl (trimethylsilyl chloride). The solvent is O1CCCC1 (tetrahydrofuran). Run at time 5 minute. The product is C(=O)CCCC=1N=CN(C1)[Si](C)(C)C (4-(3-Formyl-n-propyl)-1-trimethylsilylimidazole). As a reaction SMILES: C([O:3][C:4]([CH2:6][CH2:7][CH2:8][C:9]1[N:10]=[CH:11][NH:12][CH:13]=1)=O)C.[H-].[Na+].[CH3:16][Si:17](Cl)([CH3:19])[CH3:18]>O1CCCC1>[CH:4]([CH2:6][CH2:7][CH2:8][C:9]1[N:10]=[CH:11][N:12]([Si:17]([CH3:19])([CH3:18])[CH3:16])[CH:13]=1)=[O:3] |f:1.2|. Procedure details: A solution of 1.82 g of 4-(3-ethoxycarbonylpropyl)-1H-imidazole in 30 ml of tetrahydrofuran under nitrogen is treated with 0.5 g of sodium hydride (50% oil dispersion ) at 0° for 30 min and 1.45 ml of trimethylsilyl chloride at 0° for 3 h. The reaction mixture is washed with cold 0.5N sodium bicarbonate solution, dried over sodium sulfate and evaporated to dryness. The oil is redissolved in 100 ml of methylene chloride at -78° under nitrogen and 12.82 ml of diisobutylaluminium hydride (1.56M) is... Reactants: [Li]CCCC, CCOCC, CC#N, COc1ccc(C(=Cc2ccc(C)s2)[Si](C)(C)C)cc1, O=C1CCC(=O)N1I, O, Cc1cc(C)c(B(F)c2c(C)cc(C)cc2C)c(C)c1. The product is COc1ccc(C(=Cc2ccc(C)s2)B(c2c(C)cc(C)cc2C)c2c(C)cc(C)cc2C)cc1. As a reaction SMILES: [CH2:29]([Li:30])[CH2:31][CH2:32][CH3:33].[CH3:54][CH2:55][O:56][CH2:57][CH3:58].[CH3:60][C:61]#[N:62].[CH3:9][O:10][c:11]1[cH:12][cH:13][c:14]([C:17](=[CH:18][c:19]2[s:20][c:21]([CH3:24])[cH:22][cH:23]2)[Si:25]([CH3:26])([CH3:27])[CH3:28])[cH:15][cH:16]1.[I:1][N:2]1[C:3](=[O:4])[CH2:5][CH2:6][C:7]1=[O:8].[OH2:59].[c:34]1([CH3:53])[c:35]([B:42]([c:43]2[c:44]([CH3:51])[cH:45][c:46]([CH3:50])[cH:47][c:48]2[CH3:49])[F:52])[c:36]([CH3:41])[cH:37][c:38]([CH3:40])[cH:39]1>>[CH3:9][O:10][c:11]1[cH:12][cH:13][c:14]([C:17](=[CH:18][c:19]2[s:20][c:21]([CH3:24])[cH:22][cH:23]2)[B:42]([c:35]2[c:34]([CH3:53])[cH:39][c:38]([CH3:40])[cH:37][c:36]2[CH3:41])[c:43]2[c:44]([CH3:51])[cH:45][c:46]([CH3:50])[cH:47][c:48]2[CH3:49])[cH:15][cH:16]1.